From a dataset of the Open Reaction Database (ORD), a public repository of structured organic reaction records. describe an organic reaction: reactants, conditions, products, and yield Reactants: ClC=1C(=C(C=C(C1)C(F)(F)F)C(C(C1=CC=C(C=C1)Cl)C(CCC)C1=CC=C(C(=O)NCCC(=O)OC(C)(C)C)C=C1)=O)F (tert-butyl N-(4-{1-[2-[3-chloro-2-fluoro-5-(trifluoromethyl)phenyl]-1-(4-chlorophenyl)-2-oxoethyl]butyl}benzoyl)-β-alaninate), C1(=CC=CC=C1)NN (phenylhydrazine). The solvent is CCOC(=O)C (EtOAc), N1=CC=CC=C1 (pyridine). Reaction conditions: temperature 80 celsius, time 18 hour. Yields the product ClC1=CC=C(C=C1)C(C(CCC)C1=CC=C(C(=O)NCCC(=O)O)C=C1)C=1N(N=C2C(=CC(=CC12)C(F)(F)F)Cl)C1=CC=CC=C1 (N-[4-(1-{(4-Chlorophenyl)[7-Chloro-2-Phenyl-5-(Trifluoromethyl)-2H-Indazol-3-Yl]Methyl}Butyl)Benzoyl]-β-Alanine). Reaction SMILES: [Cl:1][C:2]1[C:3](F)=[C:4]([C:12](=O)[CH:13]([CH:21]([C:25]2[CH:42]=[CH:41][C:28]([C:29]([NH:31][CH2:32][CH2:33][C:34]([O:36]C(C)(C)C)=[O:35])=[O:30])=[CH:27][CH:26]=2)[CH2:22][CH2:23][CH3:24])[C:14]2[CH:19]=[CH:18][C:17]([Cl:20])=[CH:16][CH:15]=2)[CH:5]=[C:6]([C:8]([F:11])([F:10])[F:9])[CH:7]=1.[C:45]1([NH:51][NH2:52])[CH:50]=[CH:49][CH:48]=[CH:47][CH:46]=1>N1C=CC=CC=1.CCOC(C)=O>[Cl:20][C:17]1[CH:16]=[CH:15][C:14]([CH:13]([C:12]2[N:51]([C:45]3[CH:50]=[CH:49][CH:48]=[CH:47][CH:46]=3)[N:52]=[C:3]3[C:4]=2[CH:5]=[C:6]([C:8]([F:10])([F:9])[F:11])[CH:7]=[C:2]3[Cl:1])[CH:21]([C:25]2[CH:42]=[CH:41][C:28]([C:29]([NH:31][CH2:32][CH2:33][C:34]([OH:36])=[O:35])=[O:30])=[CH:27][CH:26]=2)[CH2:22][CH2:23][CH3:24])=[CH:19][CH:18]=1. Procedure: To a solution of the major diastereomer of tert-butyl N-(4-{1-[2-[3-chloro-2-fluoro-5-(trifluoromethyl)phenyl]-1-(4-chlorophenyl)-2-oxoethyl]butyl}benzoyl)-β-alaninate (EXAMPLE 2, Step A, 100 mg, 0.153 mmol) in pyridine (1.5 mL) was added phenylhydrazine (0.083 mL, 0.076 mmol). The mixture was stirred at 80° C. for 18 hours in a sealed tube. The mixture was diluted with EtOAc then washed with 2 N HCl (aq) then saturated NaCl (aq). The organic layer was dried over sodium sulfate, filtered, then c...